Dataset: the Open Reaction Database (ORD), a public repository of structured organic reaction records. Task: describe an organic reaction: reactants, conditions, products, and yield Starting materials: [Br-], COC(=O)OC1C=C(COC(c2ccccc2)(c2ccccc2)c2ccccc2)C2OC(C)(C)OC12, C1CCOC1, C=C[Mg+], N#C[Cu]. Yields the product C=CC1C=C(COC(c2ccccc2)(c2ccccc2)c2ccccc2)C2OC(C)(C)OC12. Reaction SMILES: [Br-:40].[C:1](=[O:2])([O:34][CH3:35])[O:36][CH:3]1[CH:4]=[C:5]([CH2:13][O:14][C:15]([c:16]2[cH:17][cH:18][cH:19][cH:20][cH:21]2)([c:22]2[cH:23][cH:24][cH:25][cH:26][cH:27]2)[c:28]2[cH:29][cH:30][cH:31][cH:32][cH:33]2)[CH:6]2[O:7][C:8]([CH3:11])([CH3:12])[O:9][CH:10]12.[CH2:44]1[O:45][CH2:46][CH2:47][CH2:48]1.[CH:41](=[CH2:42])[Mg+:43].[Cu:37][C:38]#[N:39]>>[CH:3]1([CH:41]=[CH2:42])[CH:4]=[C:5]([CH2:13][O:14][C:15]([c:16]2[cH:17][cH:18][cH:19][cH:20][cH:21]2)([c:22]2[cH:23][cH:24][cH:25][cH:26][cH:27]2)[c:28]2[cH:29][cH:30][cH:31][cH:32][cH:33]2)[CH:6]2[O:7][C:8]([CH3:11])([CH3:12])[O:9][CH:10]12. Reactants: BrC1=CC2=C(SC3=C2C=C(C=C3)Br)C=C1 (2,8-dibromodibenzo[b,d]thiophene), C1=CC=CC=2C3=CC=CC=C3NC12 (carbazole), CC(C)([O-])C.[Na+] (sodium tert-butoxide). Reagents/catalysts: C(C)(=O)[O-].[Pd+2].C(C)(=O)[O-] (palladium(II) acetate), C1(CCCCC1)P(C1=C(C=CC=C1)C1=CC=CC=C1)C1CCCCC1 (2-(dicyclohexylphosphino)biphenyl). Solvent: C1(=CC=CC=C1)C (toluene). Yields the product BrC=1C=CC2=C(C3=C(S2)C=CC(=C3)N3C2=CC=CC=C2C=2C=CC=CC32)C1 (9-(8-bromodibenzo[b,d]thiophen-2-yl)-9H-carbazole). Isolated yield 51.0%. Reaction SMILES: Br[C:2]1[CH:15]=[CH:14][C:5]2[S:6][C:7]3[CH:12]=[CH:11][C:10]([Br:13])=[CH:9][C:8]=3[C:4]=2[CH:3]=1.[CH:16]1[C:28]2[NH:27][C:26]3[C:21](=[CH:22][CH:23]=[CH:24][CH:25]=3)[C:20]=2[CH:19]=[CH:18][CH:17]=1.CC(C)([O-])C.[Na+]>C([O-])(=O)C.[Pd+2].C([O-])(=O)C.C1(P(C2CCCCC2)C2C=CC=CC=2C2C=CC=CC=2)CCCCC1.C1(C)C=CC=CC=1>[Br:13][C:10]1[CH:11]=[CH:12][C:7]2[S:6][C:5]3[CH:14]=[CH:15][C:2]([N:27]4[C:28]5[CH:16]=[CH:17][CH:18]=[CH:19][C:20]=5[C:21]5[C:26]4=[CH:25][CH:24]=[CH:23][CH:22]=5)=[CH:3][C:4]=3[C:8]=2[CH:9]=1 |f:2.3,4.5.6|. Reported procedure: A mixture of 29.1 g (85.2 mmole) 2,8-dibromodibenzo[b,d]thiophene, 14.2 g (85.2 mmole) of carbazole, 0.12 g (0.54 mmole) of palladium(II) acetate, 0.4 g (1.14 mmol) of 2-(dicyclohexylphosphino)biphenyl, 10 g (104 mmole) sodium tert-butoxide and 300 ml toluene were refluxed under nitrogen for about overnight, then cooled to room temperature, the organic layer was extracted with ethyl acetate and water, dried with anhydrous magnesium sulfate, the solvent was removed and the residue was purified by... Reactants: Cl.NC1(CCCC1)CC(=O)OCC1=CC=CC=C1 (benzyl 2-(1-aminocyclopentyl)acetate hydrochloride), C(C1=CC=CC=C1)OC(C(CC(=O)O)CC1=CC=C(C=C1)C1=CC=CC=C1)=O (4-(benzyloxy)-3-(biphenyl-4-ylmethyl)-4-oxobutanoic acid), CCN=C=NCCCN(C)C.Cl (WSC.HCl), ON1N=NC2=C1N=CC=C2 (1-hydroxy-7-azabenzotriazole), CCN(C(C)C)C(C)C (DIPEA). Run in CN(C)C=O (DMF). Run at time 4 hour. Yields the product C(C1=CC=CC=C1)OC(CC1(CCCC1)NC(CC(C(=O)OCC1=CC=CC=C1)CC1=CC=C(C=C1)C1=CC=CC=C1)=O)=O (benzyl 4-(1-(2-(benzyloxy)-2-oxoethyl)cyclopentylamino)-2-(biphenyl-4-ylmethyl)-4-oxobutanoate). The yield is 75.5%. RXN SMILES: Cl.[NH2:2][C:3]1([CH2:8][C:9]([O:11][CH2:12][C:13]2[CH:18]=[CH:17][CH:16]=[CH:15][CH:14]=2)=[O:10])[CH2:7][CH2:6][CH2:5][CH2:4]1.[CH2:19]([O:26][C:27](=[O:46])[CH:28]([CH2:33][C:34]1[CH:39]=[CH:38][C:37]([C:40]2[CH:45]=[CH:44][CH:43]=[CH:42][CH:41]=2)=[CH:36][CH:35]=1)[CH2:29][C:30](O)=[O:31])[C:20]1[CH:25]=[CH:24][CH:23]=[CH:22][CH:21]=1.CCN=C=NCCCN(C)C.Cl.ON1C2N=CC=CC=2N=N1.CCN(C(C)C)C(C)C>CN(C=O)C>[CH2:12]([O:11][C:9](=[O:10])[CH2:8][C:3]1([NH:2][C:30](=[O:31])[CH2:29][CH:28]([CH2:33][C:34]2[CH:35]=[CH:36][C:37]([C:40]3[CH:41]=[CH:42][CH:43]=[CH:44][CH:45]=3)=[CH:38][CH:39]=2)[C:27]([O:26][CH2:19][C:20]2[CH:25]=[CH:24][CH:23]=[CH:22][CH:21]=2)=[O:46])[CH2:7][CH2:6][CH2:5][CH2:4]1)[C:13]1[CH:14]=[CH:15][CH:16]=[CH:17][CH:18]=1 |f:0.1,3.4|. Procedure: To a solution of benzyl 2-(1-aminocyclopentyl)acetate hydrochloride (66 mg, 0.245 mmol), 4-(benzyloxy)-3-(biphenyl-4-ylmethyl)-4-oxobutanoic acid (78 mg, 0.209 mmol), WSC.HCl (60.1 mg, 0.314 mmol) and 1-hydroxy-7-azabenzotriazole (42.7 mg, 0.314 mmol) in DMF (2 ml) was added DIPEA (0.055 ml, 0.314 mmol) at room temperature. After stirred for 4 hours, the reaction was quenched with H2O. The product was extracted with EtOAc, and the organic layer was washed with brine, dried over MgSO4, filtered, ... The reactants are O (water), C=1(C(=CC=CC1)S(=O)(=O)O)C (toluenesulfonic acid), N(O)=CC(CC(=O)OCC1=CC=CC=C1)=O (benzyl oximino-acetoacetate), N(O)=CC(CC(=O)OCC1=CC=CC=C1)=O (benzyl oximino-acetoacetate), C(CO)O (ethylene glycol). Solvent: C1=CC=CC=C1 (benzene). Yields the product C1COC(CC(=O)OCC2=CC=CC=C2)(C=NO)O1 (Benzyl Oximino-Acetoacetate Ethylene Ketal). Yield: 35.0%. As a reaction SMILES: O.[N:2](=[CH:4][C:5](=[O:17])[CH2:6][C:7]([O:9][CH2:10][C:11]1[CH:16]=[CH:15][CH:14]=[CH:13][CH:12]=1)=[O:8])[OH:3].[CH2:18](O)[CH2:19][OH:20].C1(C)C(S(O)(=O)=O)=CC=CC=1>C1C=CC=CC=1>[CH2:19]1[O:20][C:5]([CH:4]=[N:2][OH:3])([CH2:6][C:7]([O:9][CH2:10][C:11]2[CH:12]=[CH:13][CH:14]=[CH:15][CH:16]=2)=[O:8])[O:17][CH2:18]1. Procedure details: In a two liter flask fitted with a Dean Stark water separator and a condenser were placed 186.5 g. (0.85 mole) of benzyl oximino-acetoacetate (17), 62 g. (1 mole) of ethylene glycol, 800 ml. of benzene (reagent grade) and 2 g. of toluenesulfonic acid. The reaction mixture was boiled at reflux until 15 ml. of water was removed (3 hours). The benzene solution was washed once with saturated sodium bicarbonate solution and once with brine. After drying over anhydrous sodium sulfate, the benzene solu... Starting materials: ClC1=CC(=C(C=C1)[N+](=O)[O-])OC (4-chloro-2-(methyloxy)-1-nitrobenzene), CC(C)N1CCNCC1 (1-(1-methylethyl)piperazine), CC1(C2=C(C(=CC=C2)P(C3=CC=CC=C3)C4=CC=CC=C4)OC5=C(C=CC=C51)P(C6=CC=CC=C6)C7=CC=CC=C7)C (XANTPHOS), C(=O)([O-])[O-].[Cs+].[Cs+] (Cs2CO3). Reagents/catalysts: C=1C=CC(=CC1)/C=C/C(=O)/C=C/C2=CC=CC=C2.C=1C=CC(=CC1)/C=C/C(=O)/C=C/C2=CC=CC=C2.C=1C=CC(=CC1)/C=C/C(=O)/C=C/C2=CC=CC=C2.[Pd].[Pd] (Pd2(dba)3). Run in CCOC(=O)C (EtOAc), O (H2O), O1CCOCC1 (dioxane). Run at temperature 100 celsius, time 5 hour. Product: CC(C)N1CCN(CC1)C1=CC(=C(C=C1)[N+](=O)[O-])OC (1-(1-methylethyl)-4-[3-(methyloxy)-4-nitrophenyl]piperazine). The yield is 89.5%. Reaction SMILES: Cl[C:2]1[CH:7]=[CH:6][C:5]([N+:8]([O-:10])=[O:9])=[C:4]([O:11][CH3:12])[CH:3]=1.[CH3:13][CH:14]([N:16]1[CH2:21][CH2:20][NH:19][CH2:18][CH2:17]1)[CH3:15].CC1(C)C2C(=C(P(C3C=CC=CC=3)C3C=CC=CC=3)C=CC=2)OC2C(P(C3C=CC=CC=3)C3C=CC=CC=3)=CC=CC1=2.C([O-])([O-])=O.[Cs+].[Cs+]>O1CCOCC1.CCOC(C)=O.O.C1C=CC(/C=C/C(/C=C/C2C=CC=CC=2)=O)=CC=1.C1C=CC(/C=C/C(/C=C/C2C=CC=CC=2)=O)=CC=1.C1C=CC(/C=C/C(/C=C/C2C=CC=CC=2)=O)=CC=1.[Pd].[Pd]>[CH3:13][CH:14]([N:16]1[CH2:21][CH2:20][N:19]([C:2]2[CH:7]=[CH:6][C:5]([N+:8]([O-:10])=[O:9])=[C:4]([O:11][CH3:12])[CH:3]=2)[CH2:18][CH2:17]1)[CH3:15] |f:3.4.5,9.10.11.12.13|. Reported procedure: To 4-chloro-2-(methyloxy)-1-nitrobenzene (3.0 g, 16.0 mmol) in dioxane (75 mL) was added 1-(1-methylethyl)piperazine (4.1 g, 32.0 mmol), XANTPHOS (1.4 g, 2.4 mmol), and Cs2CO3 (10.4 g, 32.0 mmol). The mixture was bubbled with N2 for 15 min prior to the addition of Pd2(dba)3 (1.5 g, 1.6 mmol). The reaction was stirred at 100° C. for 5 h. Following cooling to rt, the reaction mixture was diluted with EtOAc (150 mL) and H2O (100 mL). The organic layer was dried over NaSO4 taken to a residue under r... The reactants are COc1cc(OC2CCN(C)CC2)c2c(=O)[nH]cnc2c1, CCN(C(C)C)C(C)C, ClCCl, O=P(Cl)(Cl)Cl. Product: COc1cc(OC2CCN(C)CC2)c2c(Cl)ncnc2c1. Reaction SMILES: [CH3:1][O:2][c:3]1[cH:4][c:5]([O:14][CH:15]2[CH2:16][CH2:17][N:18]([CH3:21])[CH2:19][CH2:20]2)[c:6]2[c:7](=[O:13])[nH:8][cH:9][n:10][c:11]2[cH:12]1.[CH:22]([N:23]([CH:24]([CH3:25])[CH3:26])[CH2:27][CH3:28])([CH3:29])[CH3:30].[Cl:36][CH2:37][Cl:38].[P:31]([Cl:32])([Cl:33])([Cl:34])=[O:35]>>[CH3:1][O:2][c:3]1[cH:4][c:5]([O:14][CH:15]2[CH2:16][CH2:17][N:18]([CH3:21])[CH2:19][CH2:20]2)[c:6]2[c:7]([Cl:33])[n:8][cH:9][n:10][c:11]2[cH:12]1. Starting materials: C(C1=CC=CC=C1)OC(CC(C(=O)NC1C(NCCOCCN2C3=CC=CC=C3C(C1)=C2)=O)N2C=C(C=C2)C2=CC=CC=C2)=O (N-(8-oxo-4-oxa-1,7-diaza-tricyclo[9.6. 1.012,17]octadeca-11 (18),12,14,16-tetraen-9-yl)-3-(3-phenyl-1H-pyrrol-1-yl)succinamic acid benzyl ester), FC(C(=O)O)(F)F.C(C=C)OC([C@@H](CC(=O)N[C@@H](C(C)(C)C)C(NC)=O)N)=O ((R)-amino-N-(2,2-dimethyl-1(S)-(methylcarbamoyl)propyl)succinamic acid allyl ester trifluoroacetate salt), C(#N)C1=CC=C(C=C1)C#CC1C(OC(C1)OC)OC (3-[2-(4-cyanophenyl)-ethynyl]-2,5-dimethoxy-tetrahydrofuran), FC(C(=O)O)(F)F (trifluoroacetic acid). Run in CCCCCCC (n-heptane), CC(=O)O (HOAc). The product is C(C=C)OC(C[C@H](C(=O)N[C@@H](C(C)(C)C)C(NC)=O)N1C=C(C=C1)C(CC1=CC=C(C=C1)C#N)=O)=O (3(R)-[3-[(4-cyanophenyl)acetyl]-1H-pyrrol-1-yl]-N-[2,2-dimethyl-1(S)-(methylcarbamoyl)propyl]succinamic acid allyl ester). As a reaction SMILES: C(OC(=O)CC(N1C=CC(C2C=CC=CC=2)=C1)C(N[CH:15]1[CH2:31][C:30]2=CN([C:24]3[C:29]2=[CH:28][CH:27]=[CH:26][CH:25]=3)CCO[CH2:19][CH2:18][NH:17][C:16]1=O)=O)C1C=CC=CC=1.FC(F)(F)C(O)=O.[CH2:53]([O:56][C:57](=[O:73])[C@H:58](N)[CH2:59][C:60]([NH:62][C@H:63]([C:68](=[O:71])[NH:69][CH3:70])[C:64]([CH3:67])([CH3:66])[CH3:65])=[O:61])[CH:54]=[CH2:55].[C:74](C1C=CC(C#CC2CC(OC)OC2OC)=CC=1)#[N:75].FC(F)(F)C(O)=[O:96]>CCCCCCC.CC(O)=O>[CH2:53]([O:56][C:57](=[O:73])[CH2:58][C@@H:59]([N:17]1[CH:18]=[CH:19][C:15]([C:31](=[O:96])[CH2:30][C:29]2[CH:28]=[CH:27][C:26]([C:74]#[N:75])=[CH:25][CH:24]=2)=[CH:16]1)[C:60]([NH:62][C@H:63]([C:68](=[O:71])[NH:69][CH3:70])[C:64]([CH3:67])([CH3:66])[CH3:65])=[O:61])[CH:54]=[CH2:55] |f:1.2|. Reported procedure: As described in Example 1(c) for the preparation of N-(8-oxo-4-oxa-1,7-diaza-tricyclo[9.6. 1.012,17]octadeca-11 (18),12,14,16-tetraen-9-yl)-3-(3-phenyl-1H-pyrrol-1-yl)succinamic acid benzyl ester, 3 (R)-amino-N-(2,2-dimethyl-1(S)-(methylcarbamoyl)propyl)succinamic acid allyl ester trifluoroacetate salt and 3-[2-(4-cyanophenyl)-ethynyl]-2,5-dimethoxy-tetrahydrofuran were heated with trifluoroacetic acid (1 equiv) at 70° C. for 4 hours. Flash column chromatography twice with 0.5% HOAc/15% EtOAc/CH... The reactants are COC1=CC=C2C=C(C=NC2=C1)C=1OCC(N1)(C)C (7-methoxy-3-(4,5-dihydro-4,4-dimethyl-2-oxazolyl)quinoline), B(Br)(Br)Br (BBr3). Solvent: ClCCl (dichloromethane). Yields the product OC1=CC=C2C=C(C=NC2=C1)C=1OCC(N1)(C)C (7-hydroxy-3-(4,5-dihydro-4,4-dimethyl-2-oxazolyl)quinoline). RXN SMILES: C[O:2][C:3]1[CH:12]=[C:11]2[C:6]([CH:7]=[C:8]([C:13]3[O:14][CH2:15][C:16]([CH3:19])([CH3:18])[N:17]=3)[CH:9]=[N:10]2)=[CH:5][CH:4]=1.B(Br)(Br)Br>ClCCl>[OH:2][C:3]1[CH:12]=[C:11]2[C:6]([CH:7]=[C:8]([C:13]3[O:14][CH2:15][C:16]([CH3:19])([CH3:18])[N:17]=3)[CH:9]=[N:10]2)=[CH:5][CH:4]=1. Reported procedure: A solution of 7-methoxy-3-(4,5-dihydro-4,4-dimethyl-2-oxazolyl)quinoline (2.56 g, 10 mmol) prepared in stage A and BBr3 (7.41 g, 30 mmol) in dichloromethane (40 mL) are stirred for 12 hours at room temperature. The mixture was quenched with saturated sodium hydrogen carbonate. Extraction with dichloromethane, drying (MgSO4) and evaporation furnished the desired compound.